Dataset: the Open Reaction Database (ORD), a public repository of structured organic reaction records. Task: describe an organic reaction: reactants, conditions, products, and yield Starting materials: ClCC1=NC2=CC=CC=C2C=C1 (2-chloromethylquinoline), OC1=CC=C(CO)C=C1 (4-hydroxybenzyl alcohol), [H-].[Na+] (sodium hydride), petroleum spirit. The solvent is CN(C=O)C (dimethylformamide), CN(C=O)C (dimethylformamide), CN(C=O)C (dimethylformamide). Reaction conditions: time 0.5 hour. Product: N1=C(C=CC2=CC=CC=C12)COC1=CC=C(CO)C=C1 (4-(Quinolin-2-ylmethoxy)benzyl alcohol). RXN SMILES: [OH:1][C:2]1[CH:9]=[CH:8][C:5]([CH2:6][OH:7])=[CH:4][CH:3]=1.[H-].[Na+].Cl[CH2:13][C:14]1[CH:23]=[CH:22][C:21]2[C:16](=[CH:17][CH:18]=[CH:19][CH:20]=2)[N:15]=1>CN(C)C=O>[N:15]1[C:16]2[C:21](=[CH:20][CH:19]=[CH:18][CH:17]=2)[CH:22]=[CH:23][C:14]=1[CH2:13][O:1][C:2]1[CH:9]=[CH:8][C:5]([CH2:6][OH:7])=[CH:4][CH:3]=1 |f:1.2|. Reported procedure: A solution of 4-hydroxybenzyl alcohol (14.46 g) in dry dimethylformamide (100 ml) was added dropwise to a stirred suspension of sodium hydride (60% dispersion in oil, 5.6 g), (washed with petroleum spirit 40°-60° C.) in dry dimethylformamide (50 ml) cooled under an atmosphere of nitrogen at 0°-5° C. The mixture was stirred at room temperature for 0.5 hour then re-cooled to 0°-5° C. and a solution of 2-chloromethylquinoline (20.69 g) in dry dimethylformamide (100 ml) added dropwise. The mixture w... Starting materials: FC1=CC=C(C(=O)C2CCNCC2)C=C1 (4-(4-fluorobenzoyl)piperidine), BrCCCO (3-bromopropanol), C([O-])([O-])=O.[K+].[K+] (potassium carbonate). The solvent is C(CCC)O (1-butanol). Product: FC1=CC=C(C(=O)C2CCN(CC2)CCCO)C=C1 (4-(4-Fluorobenzoyl)-1-(3-hydroxypropyl)piperidine). The yield is 48.5%. As a reaction SMILES: [F:1][C:2]1[CH:15]=[CH:14][C:5]([C:6]([CH:8]2[CH2:13][CH2:12][NH:11][CH2:10][CH2:9]2)=[O:7])=[CH:4][CH:3]=1.Br[CH2:17][CH2:18][CH2:19][OH:20].C(=O)([O-])[O-].[K+].[K+]>C(O)CCC>[F:1][C:2]1[CH:3]=[CH:4][C:5]([C:6]([CH:8]2[CH2:13][CH2:12][N:11]([CH2:17][CH2:18][CH2:19][OH:20])[CH2:10][CH2:9]2)=[O:7])=[CH:14][CH:15]=1 |f:2.3.4|. Reported procedure: A mixture of 60.9 g. (0.293 mole) of 4-(4-fluorobenzoyl)piperidine, 46.0 g. (0.31 mole) of 3-bromopropanol and 41.4 g. (0.30 mole) of anhydrous potassium carbonate in 750 ml. of 1-butanol was stirred at reflux for 15 hours. The mixture was filtered, the filtrate concentrated under vacuum and the residual oil was dissolved in acid solution and extracted with benzene. After discarding the benzene layer, the aqueous acid layer was made basic and extracted with chloroform. The chloroform extracts we...